From a dataset of the Open Reaction Database (ORD), a public repository of structured organic reaction records. describe an organic reaction: reactants, conditions, products, and yield Reactants: O=C(CC(=O)OCC)CCC (ethyl 3-oxohexanoate), OCCC#N (3-hydroxypropionitrile). Reaction conditions: temperature 192.5 celsius. The product is O=C(CC(=O)OCCC#N)CCC (2-cyanoethyl 3-oxohexanoate). RXN SMILES: [O:1]=[C:2]([CH2:9][CH2:10][CH3:11])[CH2:3][C:4]([O:6][CH2:7][CH3:8])=[O:5].OCC[C:15]#[N:16]>>[O:1]=[C:2]([CH2:9][CH2:10][CH3:11])[CH2:3][C:4]([O:6][CH2:7][CH2:8][C:15]#[N:16])=[O:5]. Reported procedure: A mixture of ethyl 3-oxohexanoate (33.7 mmol) and 3-hydroxypropionitrile (28.1 mmol) were placed in a round bottom flask (magnetically stirred) equipped with a short distillation path. The resulting mixture was gradually heated to 180-205° C. in an oil bath. The distillate was collected. The mixture was then cooled to room temperature and the residue was distilled under reduced pressure to give 2-cyanoethyl 3-oxohexanoate. Reported procedure: A solution of 3.96 g (10 mmol) of (3S,4R)-3-[(1R)-1-tert.-butyldimethylsilyloxyethyl]-4-[3-allyloxycarbonyl-3-diazo-2-oxopropyl]azetidin-2-one in 50 ml of anhydrous dichloromethane was heated to reflux for 30 minutes in the presence of 40 mg (1 mol-%) of rhodium(II) acetate. The reaction solution was filtered through a little kieselguhr and silica gel and evaporated in vacuo. 3.5 g (95%) of the title compound were obtained as a colorless oil, Rf: 0.46 (toluene:ethyl acetate 7:3). Isolated yield 95.2%. Yields the product C(C=C)OC(=O)[C@H]1N2C([C@H]([C@H]2CC1=O)[C@@H](CO[SiH](C)C)C(C)(C)C)=O ((2S,5R,6S)-2-Allyloxycarbonyl-3,7-dioxo-6-[(1R)-1-tert.-butyldimethylsilyloxyethyl]-1-azabicyclo[3.2.0]heptane). RXN SMILES: [C:1]([C@@H:5]([C@H:11]1[C@@H:14]([CH2:15][C:16](=[O:26])[C:17]([C:20]([O:22][CH2:23][CH:24]=[CH2:25])=[O:21])=[N+]=[N-])[NH:13][C:12]1=[O:27])[CH2:6][O:7][SiH:8]([CH3:10])[CH3:9])([CH3:4])([CH3:3])[CH3:2]>ClCCl.C([O-])(=O)C.[Rh+2].C([O-])(=O)C>[CH2:23]([O:22][C:20]([C@@H:17]1[C:16](=[O:26])[CH2:15][C@H:14]2[N:13]1[C:12](=[O:27])[C@H:11]2[C@H:5]([C:1]([CH3:4])([CH3:3])[CH3:2])[CH2:6][O:7][SiH:8]([CH3:10])[CH3:9])=[O:21])[CH:24]=[CH2:25] |f:2.3.4|. Starting materials: C(C)(C)(C)[C@H](CO[SiH](C)C)[C@@H]1C(N[C@@H]1CC(C(=[N+]=[N-])C(=O)OCC=C)=O)=O ((3S,4R)-3-[(1R)-1-tert.-butyldimethylsilyloxyethyl]-4-[3-allyloxycarbonyl-3-diazo-2-oxopropyl]azetidin-2-one). Run in ClCCl (dichloromethane). Reagents/catalysts: C(C)(=O)[O-].[Rh+2].C(C)(=O)[O-] (rhodium(II) acetate). Reactants: NCC1=CC=C(C=C1)C(C(=O)NC=1C(=C(C=CC1)CCC(=O)OC(C)(C)C)C)C1CCCC1 ((+/−)-tert-butyl 3-[3-({[4-(aminomethyl)phenyl](cyclopentyl)acetyl}amino)-2-methylphenyl]propanoate), C1=CC=C(C(=C1)C=O)C=O (phthaldialdehyde), O (water). Run in C(C)(=O)O (acetic acid). Run at time 1 hour. Product: C1(CCCC1)C(C(=O)NC=1C(=C(C=CC1)CCC(=O)OC(C)(C)C)C)C1=CC=C(C=C1)CN1C(C2=CC=CC=C2C1)=O ((+/−)-tert-Butyl 3-{3-[(cyclopentyl{4-[(1-oxo-1,3-dihydro-2H-isoindol-2-yl)methyl]phenyl}-acetyl)amino]-2-methylphenyl}propanoate). As a reaction SMILES: [NH2:1][CH2:2][C:3]1[CH:8]=[CH:7][C:6]([CH:9]([CH:29]2[CH2:33][CH2:32][CH2:31][CH2:30]2)[C:10]([NH:12][C:13]2[C:14]([CH3:28])=[C:15]([CH2:19][CH2:20][C:21]([O:23][C:24]([CH3:27])([CH3:26])[CH3:25])=[O:22])[CH:16]=[CH:17][CH:18]=2)=[O:11])=[CH:5][CH:4]=1.[CH:34]1[CH:39]=[C:38]([CH:40]=[O:41])[C:37]([CH:42]=O)=[CH:36][CH:35]=1.O>C(O)(=O)C>[CH:29]1([CH:9]([C:6]2[CH:7]=[CH:8][C:3]([CH2:2][N:1]3[CH2:42][C:37]4[C:38](=[CH:39][CH:34]=[CH:35][CH:36]=4)[C:40]3=[O:41])=[CH:4][CH:5]=2)[C:10]([NH:12][C:13]2[C:14]([CH3:28])=[C:15]([CH2:19][CH2:20][C:21]([O:23][C:24]([CH3:25])([CH3:26])[CH3:27])=[O:22])[CH:16]=[CH:17][CH:18]=2)=[O:11])[CH2:30][CH2:31][CH2:32][CH2:33]1. Reported procedure: At RT, 50 mg (0.11 mmol) of (+/−)-tert-butyl 3-[3-({[4-(aminomethyl)phenyl](cyclopentyl)acetyl}amino)-2-methylphenyl]propanoate and 16.4 mg (0.12 mmol) of phthaldialdehyde were dissolved in 2.5 ml of glacial acetic acid, and the mixture was left to stand for 1 h. The reaction mixture was then poured into water and extracted with ethyl acetate. The organic phase was dried over magnesium sulfate and concentrated. The residue was purified by preparative RP-HPLC. This gave 53 mg (85% of theory) of t... Starting materials: ClC=1C=C(C(=O)O)C=C(N1)OC (2-Chloro-6-methoxyisonicotinic acid), CC1(OB(OC1(C)C)C1=CC=C(C(=O)OC(C)(C)C)C=C1)C (tert-butyl 4-(4,4,5,5-tetramethyl-1,3,2-dioxaborolan-2-yl)benzoate), O1CCOCC1 (1,4-dioxane), C([O-])([O-])=O.[Na+].[Na+] (sodium carbonate). The reagents and catalysts are C=1C=CC(=CC1)[P](C=2C=CC=CC2)(C=3C=CC=CC3)[Pd]([P](C=4C=CC=CC4)(C=5C=CC=CC5)C=6C=CC=CC6)([P](C=7C=CC=CC7)(C=8C=CC=CC8)C=9C=CC=CC9)[P](C=1C=CC=CC1)(C=1C=CC=CC1)C=1C=CC=CC1 (Tetrakis(triphenylphosphine)palladium). Run in O (water), C(C)(=O)OCC (ethyl acetate), O (water). Product: C(C)(C)(C)OC(=O)C1=CC=C(C=C1)C=1C=C(C(=O)O)C=C(N1)OC (2-(4-(tert-butoxycarbonyl)phenyl)-6-methoxyisonicotinic acid). Isolated yield 83.5%. RXN SMILES: Cl[C:2]1[CH:3]=[C:4]([CH:8]=[C:9]([O:11][CH3:12])[N:10]=1)[C:5]([OH:7])=[O:6].CC1(C)C(C)(C)OB([C:21]2[CH:33]=[CH:32][C:24]([C:25]([O:27][C:28]([CH3:31])([CH3:30])[CH3:29])=[O:26])=[CH:23][CH:22]=2)O1.O1CCOCC1.C(=O)([O-])[O-].[Na+].[Na+]>O.C1C=CC([P]([Pd]([P](C2C=CC=CC=2)(C2C=CC=CC=2)C2C=CC=CC=2)([P](C2C=CC=CC=2)(C2C=CC=CC=2)C2C=CC=CC=2)[P](C2C=CC=CC=2)(C2C=CC=CC=2)C2C=CC=CC=2)(C2C=CC=CC=2)C2C=CC=CC=2)=CC=1.C(OCC)(=O)C>[C:28]([O:27][C:25]([C:24]1[CH:32]=[CH:33][C:21]([C:2]2[CH:3]=[C:4]([CH:8]=[C:9]([O:11][CH3:12])[N:10]=2)[C:5]([OH:7])=[O:6])=[CH:22][CH:23]=1)=[O:26])([CH3:31])([CH3:29])[CH3:30] |f:3.4.5,^1:51,53,72,91|. Procedure details: 2-Chloro-6-methoxyisonicotinic acid (15.0 g, 80.0 mmol), tert-butyl 4-(4,4,5,5-tetramethyl-1,3,2-dioxaborolan-2-yl)benzoate (29.2 g, 96.0 mmol), 1,4-dioxane (500 mL) and sodium carbonate (25.4 g, 240 mmol) dissolved in water (160 mL) were combined in a 1 L, 3 necked flask equipped with an internal thermometer, condenser and nitrogen inlet. The solution was degassed by bubbling with nitrogen for 15 min while stirring. Tetrakis(triphenylphosphine)palladium (3.70 g, 3.20 mmol) was then added and th... The reactants are Cl.NC1CC2=CC=C(C=C2C1)CC(=O)OC (methyl (2-aminoindan-5-yl)acetate hydrochloride), ClC1=CC=C(C=C1)S(=O)(=O)Cl (4-chlorophenylsulfonyl chloride), Cl.CNCC(=O)OC (methyl N-methyl-glycinate hydrochloride). Product: ClC1=CC=C(C=C1)S(=O)(=O)NC1CC2=CC=C(C=C2C1)CC(=O)N(C)CC(=O)O (2-[N-[2-[(4-chlorophenyl)sulfonylamino]indan-5-yl]acetyl-N-methylamino]-acetic acid). RXN SMILES: Cl.[NH2:2][CH:3]1[CH2:11][C:10]2[C:5](=[CH:6][CH:7]=[C:8]([CH2:12][C:13]([O:15]C)=O)[CH:9]=2)[CH2:4]1.[Cl:17][C:18]1[CH:23]=[CH:22][C:21]([S:24](Cl)(=[O:26])=[O:25])=[CH:20][CH:19]=1.Cl.[CH3:29][NH:30][CH2:31][C:32]([O:34]C)=[O:33]>>[Cl:17][C:18]1[CH:23]=[CH:22][C:21]([S:24]([NH:2][CH:3]2[CH2:11][C:10]3[C:5](=[CH:6][CH:7]=[C:8]([CH2:12][C:13]([N:30]([CH2:31][C:32]([OH:34])=[O:33])[CH3:29])=[O:15])[CH:9]=3)[CH2:4]2)(=[O:26])=[O:25])=[CH:20][CH:19]=1 |f:0.1,3.4|. Reported procedure: In the same manner as described in Examples 24 and 33, methyl (2-aminoindan-5-yl)acetate hydrochloride, 4-chlorophenylsulfonyl chloride and methyl N-methyl-glycinate hydrochloride are treated to give 2-[N-[2-[(4-chlorophenyl)sulfonylamino]indan-5-yl]acetyl-N-methylamino]-acetic acid Starting materials: CC(C)=O, COc1cccc(-c2ccsc2C=O)n1, Cl, [Na+], [OH-], O. Yields the product COc1cccc(-c2ccsc2C=CC(C)=O)n1. RXN SMILES: [CH3:16][C:17]([CH3:18])=[O:19].[CH3:1][O:2][c:3]1[cH:4][cH:5][cH:6][c:7](-[c:9]2[c:10]([CH:14]=[O:15])[s:11][cH:12][cH:13]2)[n:8]1.[ClH:22].[Na+:21].[OH-:20].[OH2:23]>>[CH3:1][O:2][c:3]1[cH:4][cH:5][cH:6][c:7](-[c:9]2[c:10]([CH:14]=[CH:16][C:17]([CH3:18])=[O:19])[s:11][cH:12][cH:13]2)[n:8]1.